This data is from the Open Reaction Database (ORD), a public repository of structured organic reaction records. The task is: describe an organic reaction: reactants, conditions, products, and yield The reactants are CC(C)(C)OC(=O)CBr, COC(=O)c1sc2c(sc3ccccc32)c1O, CN(C)C=O, O. The product is COC(=O)c1sc2c(sc3ccccc32)c1OCC(=O)OC(C)(C)C. Reaction SMILES: [Br:1][CH2:2][C:3](=[O:4])[O:5][C:6]([CH3:7])([CH3:8])[CH3:9].[CH3:10][O:11][C:12](=[O:13])[c:14]1[c:15]([OH:26])[c:16]2[c:17]([c:18]3[cH:19][cH:20][cH:21][cH:22][c:23]3[s:24]2)[s:25]1.[O:28]=[CH:29][N:30]([CH3:31])[CH3:32].[OH2:27]>>[CH2:2]([C:3](=[O:4])[O:5][C:6]([CH3:7])([CH3:8])[CH3:9])[O:26][c:15]1[c:14]([C:12]([O:11][CH3:10])=[O:13])[s:25][c:17]2[c:16]1[s:24][c:23]1[c:18]2[cH:19][cH:20][cH:21][cH:22]1.